From a dataset of the Open Reaction Database (ORD), a public repository of structured organic reaction records. describe an organic reaction: reactants, conditions, products, and yield Reactants: CC(C)=O, N#Cc1c(Cl)nc(Cl)nc1Cl, CC(C)(N)C#N, [Na+], [OH-], O. Product: CC(C)(C#N)Nc1nc(Cl)c(C#N)c(Cl)n1. As a reaction SMILES: [CH3:20][C:21](=[O:22])[CH3:23].[Cl:1][c:2]1[n:3][c:4]([Cl:11])[c:5]([C:9]#[N:10])[c:6]([Cl:8])[n:7]1.[NH2:12][C:13]([C:14]#[N:15])([CH3:16])[CH3:17].[Na+:19].[OH-:18].[OH2:24]>>[c:2]1([NH:12][C:13]([C:14]#[N:15])([CH3:16])[CH3:17])[n:3][c:4]([Cl:11])[c:5]([C:9]#[N:10])[c:6]([Cl:8])[n:7]1. Reactants: C(=C)OCC (Ethyl vinyl ether), C(C(C(=O)O)S)(C(=O)O)S (meso 2,3-dimercaptosuccinic acid), O.C1(=CC=C(C=C1)S(=O)(=O)O)C (p-toluenesulfonic acid monohydrate), P(=O)([O-])([O-])[O-] (phosphate). Solvent: ClCCl (dichloromethane), ClCCl (dichloromethane), O1CCCC1 (tetrahydrofuran), O (water), C(C)(=O)OCC (ethyl acetate). Reaction conditions: time 30 minute. Yields the product C(C)OC(C)SC(C(=O)O)C(C(=O)O)S (S-(1-ethoxyethyl) 2,3-dimercaptosuccinic acid). As a reaction SMILES: [CH:1]([SH:10])([C:7]([OH:9])=[O:8])[CH:2]([SH:6])[C:3]([OH:5])=[O:4].O.C1(C)C=CC(S(O)(=O)=O)=CC=1.[CH:23]([O:25][CH2:26][CH3:27])=[CH2:24].P([O-])([O-])([O-])=O>ClCCl.O1CCCC1.O.C(OCC)(=O)C>[CH2:23]([O:25][CH:26]([S:6][CH:2]([CH:1]([SH:10])[C:7]([OH:9])=[O:8])[C:3]([OH:5])=[O:4])[CH3:27])[CH3:24] |f:1.2|. Reported procedure: A solution of meso 2,3-dimercaptosuccinic acid (4.55 g, 25 mmol) in 50 mL dichloromethane or tetrahydrofuran or other similar aprotic solvents containing p-toluenesulfonic acid monohydrate (0.048 g, 0.252 mmol) is cooled to -18° to -25° C. with constant stirring. Ethyl vinyl ether (4.8 mL, 50 mmol) in 50 mL dichloromethane or other aprotic solvents is added dropwise to the cold solution over a period of 1.5 to 2 hours. The stirring is continued for an additional 30 minutes with the temperature m... Starting materials: C(CC)OC1=C(C(=O)NC2=C(C(=O)N)C=CC=N2)C=CC=C1 (2-(2-propoxybenzamido)nicotinamide), [OH-].[Na+] (sodium hydroxide), C(CC)OC1=C(C(=O)NC2=C(C(=O)N)C=CC=N2)C=CC=C1 (2-(2-propoxybenzamido)nicotinamide), Cl (hydrochloric acid). The solvent is N1=CC=CC=C1 (pyridine). The product is C(CC)OC1=C(C=CC=C1)C=1NC(C2=C(N1)N=CC=C2)=O (2-(2-Propoxyphenyl)pyrido[2,3-d]pyrimid-4(3H)-one). Yield: 89.8%. Reaction SMILES: [CH2:1]([O:4][C:5]1[CH:22]=[CH:21][CH:20]=[CH:19][C:6]=1[C:7]([NH:9][C:10]1[N:18]=[CH:17][CH:16]=[CH:15][C:11]=1[C:12]([NH2:14])=[O:13])=O)[CH2:2][CH3:3].[OH-].[Na+].Cl>N1C=CC=CC=1>[CH2:1]([O:4][C:5]1[CH:22]=[CH:21][CH:20]=[CH:19][C:6]=1[C:7]1[NH:14][C:12](=[O:13])[C:11]2[CH:15]=[CH:16][CH:17]=[N:18][C:10]=2[N:9]=1)[CH2:2][CH3:3] |f:1.2|. Procedure: A stirred mixture of 2-(2-propoxybenzamido)nicotinamide (0.77 g) and pyridine (0.8 ml) in 2 Normal sodium hydroxide (20 ml) was heated under reflux for 30 minutes. The cooled reaction mixture was neutralised with 2 Normal hydrochloric acid to afford a precipitate which together with another precipitate similarly prepared from 2-(2-propoxybenzamido)nicotinamide (0.1 g) was recrystallised from ethanol-ether to afford white needles (0.65 g) which were washed with water to afford the title compound,... Starting materials: CN(C)CC(=O)O, CCN(C(C)C)C(C)C, Nc1ncnn2c(C3CNC3)cc(-c3ccc4cn(Cc5ccccc5)nc4c3)c12, CN(C)C=O, On1nnc2ccccc21. Product: CN(C)CC(=O)N1CC(c2cc(-c3ccc4cn(Cc5ccccc5)nc4c3)c3c(N)ncnn23)C1. Reaction SMILES: [CH3:31][N:32]([CH3:33])[CH2:34][C:35]([OH:36])=[O:37].[CH:48]([N:49]([CH2:50][CH3:51])[CH:52]([CH3:53])[CH3:54])([CH3:55])[CH3:56].[NH:1]1[CH2:2][CH:3]([c:5]2[cH:6][c:7](-[c:15]3[cH:16][cH:17][c:18]4[cH:19][n:20]([CH2:24][c:25]5[cH:26][cH:27][cH:28][cH:29][cH:30]5)[n:21][c:22]4[cH:23]3)[c:8]3[c:9]([NH2:14])[n:10][cH:11][n:12][n:13]23)[CH2:4]1.[O:57]=[CH:58][N:59]([CH3:60])[CH3:61].[OH:38][n:39]1[c:40]2[c:41]([cH:42][cH:43][cH:44][cH:45]2)[n:46][n:47]1>>[N:1]1([C:35]([CH2:34][N:32]([CH3:31])[CH3:33])=[O:36])[CH2:2][CH:3]([c:5]2[cH:6][c:7](-[c:15]3[cH:16][cH:17][c:18]4[cH:19][n:20]([CH2:24][c:25]5[cH:26][cH:27][cH:28][cH:29][cH:30]5)[n:21][c:22]4[cH:23]3)[c:8]3[c:9]([NH2:14])[n:10][cH:11][n:12][n:13]23)[CH2:4]1.